Dataset: the Open Reaction Database (ORD), a public repository of structured organic reaction records. Task: describe an organic reaction: reactants, conditions, products, and yield Reactants: B, O=C([O-])O, CSC, O=CNc1[nH]c(-c2ccc(F)cc2)nc1-c1ccccc1, Cl, [Na+], C1CCOC1. Product: CNc1[nH]c(-c2ccc(F)cc2)nc1-c1ccccc1. RXN SMILES: [BH3:25].[C:27](=[O:28])([O-:29])[OH:30].[CH3:22][S:23][CH3:24].[CH:1](=[O:2])[NH:3][c:4]1[c:5](-[c:16]2[cH:17][cH:18][cH:19][cH:20][cH:21]2)[n:6][c:7](-[c:9]2[cH:10][cH:11][c:12]([F:15])[cH:13][cH:14]2)[nH:8]1.[ClH:26].[Na+:31].[O:32]1[CH2:33][CH2:34][CH2:35][CH2:36]1>>[CH3:1][NH:3][c:4]1[c:5](-[c:16]2[cH:17][cH:18][cH:19][cH:20][cH:21]2)[n:6][c:7](-[c:9]2[cH:10][cH:11][c:12]([F:15])[cH:13][cH:14]2)[nH:8]1. Starting materials: C(C)OC(=O)C=1C(=C2C(=C(N1)C#N)N(C(=C2Br)Br)CC2=CC=C(C=C2)F)O (2,3-dibromo-7-cyano-1-(4-fluoro-benzyl)-4-hydroxy-1H-pyrrolo[2,3-c]pyridine-5-carboxylic acid ethyl ester), NCC(=O)O (glycine), C[O-].[Na+].CO (NaOMe HOMe). The product is BrC1=C(C=2C(=C(N=C(C2O)C(=O)NCC(=O)O)C#N)N1CC1=CC=C(C=C1)F)Br ({[2,3-Dibromo-7-cyano-1-(4-fluoro-benzyl)-4-hydroxy-1H-pyrrolo[2,3-c]pyridine-5-carbonyl]-amino}-acetic acid). Reaction SMILES: C(O[C:4]([C:6]1[C:7]([OH:27])=[C:8]2[C:16]([Br:17])=[C:15]([Br:18])[N:14]([CH2:19][C:20]3[CH:25]=[CH:24][C:23]([F:26])=[CH:22][CH:21]=3)[C:9]2=[C:10]([C:12]#[N:13])[N:11]=1)=[O:5])C.[NH2:28][CH2:29][C:30]([OH:32])=[O:31].C[O-].[Na+].CO>>[Br:18][C:15]1[N:14]([CH2:19][C:20]2[CH:25]=[CH:24][C:23]([F:26])=[CH:22][CH:21]=2)[C:9]2=[C:10]([C:12]#[N:13])[N:11]=[C:6]([C:4]([NH:28][CH2:29][C:30]([OH:32])=[O:31])=[O:5])[C:7]([OH:27])=[C:8]2[C:16]=1[Br:17] |f:2.3.4|. Procedure details: Prepared in analogy to that of Example 1(e) from 2,3-dibromo-7-cyano-1-(4-fluoro-benzyl)-4-hydroxy-1H-pyrrolo[2,3-c]pyridine-5-carboxylic acid ethyl ester, glycine and NaOMe/HOMe. The title compound, ESI MS (m/z): 525 (M+H)+. The reactants are COC([C@@H](NC(C1=C(C=C(C=C1)[N+](=O)[O-])C1=CC=CC=C1)=O)CCSC)=O (4-nitro-2-phenylbenzoyl methionine methyl ester), O.O.Cl[Sn]Cl (SnCl2.2H2O), C(=O)(O)[O-].[Na+] (NaHCO3). Run in C(C)(=O)OCC (ethyl acetate). Product: COC([C@@H](NC(C1=C(C=C(C=C1)N)C1=CC=CC=C1)=O)CCSC)=O (4-amino-2-phenylbenzoyl methionine methyl ester). Isolated yield 74.4%. RXN SMILES: [CH3:1][O:2][C:3](=[O:27])[C@H:4]([CH2:23][CH2:24][S:25][CH3:26])[NH:5][C:6](=[O:22])[C:7]1[CH:12]=[CH:11][C:10]([N+:13]([O-])=O)=[CH:9][C:8]=1[C:16]1[CH:21]=[CH:20][CH:19]=[CH:18][CH:17]=1.O.O.Cl[Sn]Cl.C([O-])(O)=O.[Na+]>C(OCC)(=O)C>[CH3:1][O:2][C:3](=[O:27])[C@H:4]([CH2:23][CH2:24][S:25][CH3:26])[NH:5][C:6](=[O:22])[C:7]1[CH:12]=[CH:11][C:10]([NH2:13])=[CH:9][C:8]=1[C:16]1[CH:17]=[CH:18][CH:19]=[CH:20][CH:21]=1 |f:1.2.3,4.5|. Reported procedure: 4-nitro-2-phenylbenzoyl methionine methyl ester (0.35 g, 0.90 mmol) was taken up in ethyl acetate (9.0 ml). To this mixture was added SnCl2.2H2O (1.02 g, 4.50 mmol) and the reaction was heated under nitrogen at reflux for 1 h. The mixture was poured onto ice, the solution was made basic using NaHCO3 and the product was extracted into ethyl acetate several times (7-8). The ethyl acetate fractions were combined washed with brine and dried over Na2SO4 and the solvent was removed in vacuo to give 0.... The reactants are CNc1ccc(C#CCCCN(C)C)cc1, O=S(=O)(Cl)c1ccc(C(F)(F)F)cc1, C1COCCO1. Product: CN(C)CCCC#Cc1ccc(N(C)S(=O)(=O)c2ccc(C(F)(F)F)cc2)cc1. Reaction SMILES: [CH3:1][N:2]([CH2:3][CH2:4][CH2:5][C:6]#[C:7][c:8]1[cH:9][cH:10][c:11]([NH:14][CH3:15])[cH:12][cH:13]1)[CH3:16].[F:17][C:18]([c:19]1[cH:20][cH:21][c:22]([S:25](=[O:26])(=[O:27])[Cl:28])[cH:23][cH:24]1)([F:29])[F:30].[O:31]1[CH2:32][CH2:33][O:34][CH2:35][CH2:36]1>>[CH3:1][N:2]([CH2:3][CH2:4][CH2:5][C:6]#[C:7][c:8]1[cH:9][cH:10][c:11]([N:14]([CH3:15])[S:25]([c:22]2[cH:21][cH:20][c:19]([C:18]([F:17])([F:29])[F:30])[cH:24][cH:23]2)(=[O:26])=[O:27])[cH:12][cH:13]1)[CH3:16].